From a dataset of the Open Reaction Database (ORD), a public repository of structured organic reaction records. describe an organic reaction: reactants, conditions, products, and yield Reactants: C(C)(C)(C)C1=CC=C(C(=O)NC=2C(=CC=CC2)N)C=C1 (N1-(4-tert-butylbenzoyl)-1,2-benzenediamine), ClC1=CC=C(C(=O)Cl)C=C1 (4-chlorobenzoyl chloride), C([O-])([O-])=O.[K+].[K+] (potassium carbonate), resultant mixture, [OH-].[Na+] (NaOH). Solvent: C(Cl)Cl (methylene chloride), CCOCC (ether), O1CCCC1 (tetrahydrofuran). Conditions: time 30 minute. Product: C(C)(C)(C)C1=CC=C(C(=O)NC=2C(=CC=CC2)NC(C2=CC=C(C=C2)Cl)=O)C=C1 (N1-(4-tert-Butylbenzoyl)-N2-(4-chlorobenzoyl)-1,2-benzenediamine). Isolated yield 66.4%. As a reaction SMILES: [C:1]([C:5]1[CH:20]=[CH:19][C:8]([C:9]([NH:11][C:12]2[C:13]([NH2:18])=[CH:14][CH:15]=[CH:16][CH:17]=2)=[O:10])=[CH:7][CH:6]=1)([CH3:4])([CH3:3])[CH3:2].[Cl:21][C:22]1[CH:30]=[CH:29][C:25]([C:26](Cl)=[O:27])=[CH:24][CH:23]=1.C(=O)([O-])[O-].[K+].[K+].[OH-].[Na+]>C(Cl)Cl.CCOCC.O1CCCC1>[C:1]([C:5]1[CH:20]=[CH:19][C:8]([C:9]([NH:11][C:12]2[C:13]([NH:18][C:26](=[O:27])[C:25]3[CH:29]=[CH:30][C:22]([Cl:21])=[CH:23][CH:24]=3)=[CH:14][CH:15]=[CH:16][CH:17]=2)=[O:10])=[CH:7][CH:6]=1)([CH3:4])([CH3:2])[CH3:3] |f:2.3.4,5.6|. Procedure details: To a solution of N1-(4-tert-butylbenzoyl)-1,2-benzenediamine (100 mg, 0.37 mmol) in 3 mL methylene chloride was added 4-chlorobenzoyl chloride (95 μL, 0.74 mmol) and excess potassium carbonate. The mixture was stirred 30 min then a 1:1 solution of tetrahydrofuran and 5 N NaOH was added. The resultant mixture was stirred an additional 20 min and diluted with ether. The mixture was washed twice with water, dried over magnesium sulfate, filtered and concentrated in vacuo. The residue was sonicated ... Reactants: [BH4-].[Na+] (sodium borohydride), ClC=1C=C(C=CC1)C(C(C(=O)OCC)CC1=CC=C(C=C1)CC(C(F)(F)F)(F)F)=O (ethyl 3-(3-chlorophenyl)-3-oxo-2-[4-(2,2,3,3,3-pentafluoropropyl)benzyl]propionate). The reagents and catalysts are [Cl-].[Zn+2].[Cl-] (zinc chloride). Run in CCOCC (ether), CCOCC (ether). Conditions: time 2 hour. Yields the product ClC=1C=C(C=CC1)C(C(C(=O)OCC)CC1=CC=C(C=C1)CC(C(F)(F)F)(F)F)O (ethyl (2RS,3RS)-3-(3-chlorophenyl)-3-hydroxy-2-[4-(2,2,3,3,3-pentafluoropropyl)benzyl]propionate). Yield: 88.3%. RXN SMILES: [BH4-].[Na+].[Cl:3][C:4]1[CH:5]=[C:6]([C:10](=[O:32])[CH:11]([CH2:17][C:18]2[CH:23]=[CH:22][C:21]([CH2:24][C:25]([F:31])([F:30])[C:26]([F:29])([F:28])[F:27])=[CH:20][CH:19]=2)[C:12]([O:14][CH2:15][CH3:16])=[O:13])[CH:7]=[CH:8][CH:9]=1>CCOCC.[Cl-].[Zn+2].[Cl-]>[Cl:3][C:4]1[CH:5]=[C:6]([CH:10]([OH:32])[CH:11]([CH2:17][C:18]2[CH:23]=[CH:22][C:21]([CH2:24][C:25]([F:30])([F:31])[C:26]([F:28])([F:29])[F:27])=[CH:20][CH:19]=2)[C:12]([O:14][CH2:15][CH3:16])=[O:13])[CH:7]=[CH:8][CH:9]=1 |f:0.1,4.5.6|. Reported procedure: To a suspension (30 ml) of zinc chloride (2.70 g, 19.84 mmol) in ether was added sodium borohydride (1.50 g, 39.68 mmol) at room temperature and the mixture was stirred as it was for 2 hrs. Insoluble material was filtered off. To the filtrate was added a solution of ethyl 3-(3-chlorophenyl)-3-oxo-2-[4-(2,2,3,3,3-pentafluoropropyl)benzyl]propionate (4.45 g, 9.92 mmol) in ether (20 ml), and the mixture was stirred at room temperature for 1 hr. The reaction was quenched with 1N hydrochloric acid. T...